From a dataset of the Open Reaction Database (ORD), a public repository of structured organic reaction records. describe an organic reaction: reactants, conditions, products, and yield Starting materials: CC1CNC(=O)CCN1C(=O)OCc1ccccc1, ClCCCN1CCCCC1. The product is CC1CN(CCCN2CCCCC2)C(=O)CCN1C(=O)OCc1ccccc1. Reaction SMILES: [CH2:1]([c:2]1[cH:3][cH:4][cH:5][cH:6][cH:7]1)[O:8][C:9](=[O:10])[N:11]1[CH:12]([CH3:19])[CH2:13][NH:14][C:15](=[O:18])[CH2:16][CH2:17]1.[Cl:20][CH2:21][CH2:22][CH2:23][N:24]1[CH2:25][CH2:26][CH2:27][CH2:28][CH2:29]1>>[CH2:1]([c:2]1[cH:3][cH:4][cH:5][cH:6][cH:7]1)[O:8][C:9](=[O:10])[N:11]1[CH:12]([CH3:19])[CH2:13][N:14]([CH2:21][CH2:22][CH2:23][N:24]2[CH2:25][CH2:26][CH2:27][CH2:28][CH2:29]2)[C:15](=[O:18])[CH2:16][CH2:17]1. Reactants: BrC=1C=C2C(=CNC2=CC1)CCN1CCCC1 (5-Bromo-3-(2-pyrrolidinylethyl)-1H-indole), O (water), [H-].[Na+] (sodium hydride), C1(=CC=C(C=C1)S(=O)(=O)Cl)C (p-toluenesulfonyl chloride). Run in O1CCCC1 (tetrahydrofuran). Run at time 3 hour. Yields the product BrC=1C=C2C(=CN(C2=CC1)S(=O)(=O)C1=CC=C(C=C1)C)CCN1CCCC1 (5-Bromo-3-(2-pyrrolidinylethyl)-1-(p-toluene-sulfonyl)-indole), syrup. Yield: 90.0%. As a reaction SMILES: [Br:1][C:2]1[CH:3]=[C:4]2[C:8](=[CH:9][CH:10]=1)[NH:7][CH:6]=[C:5]2[CH2:11][CH2:12][N:13]1[CH2:17][CH2:16][CH2:15][CH2:14]1.[H-].[Na+].[C:20]1([CH3:30])[CH:25]=[CH:24][C:23]([S:26](Cl)(=[O:28])=[O:27])=[CH:22][CH:21]=1.O>O1CCCC1>[Br:1][C:2]1[CH:3]=[C:4]2[C:8](=[CH:9][CH:10]=1)[N:7]([S:26]([C:23]1[CH:24]=[CH:25][C:20]([CH3:30])=[CH:21][CH:22]=1)(=[O:28])=[O:27])[CH:6]=[C:5]2[CH2:11][CH2:12][N:13]1[CH2:14][CH2:15][CH2:16][CH2:17]1 |f:1.2|. Reported procedure: To a solution of 5-bromo-3-(2-pyrrolidinylethyl)-1H-indole (Example 2, 9.10 g, 31 mmol) in tetrahydrofuran (100 mL) cooled to 0° C., were added sodium hydride (12.4 g, 310 mmol) and p-toluenesulfonyl chloride (6.10 g, 32 mmol). The resulting mixture was stirred at room temperature for 3 h, poured into water (200 mL) and extracted into ethyl acetate (200 mL). The organic phase was washed with water (200 mL) and then poured onto a silica gel column which was eluted with ethyl acetate followed by m... Starting materials: C1COCCO1, O=c1c2cc(Cl)cnc2ccc2ccc(OS(=O)(=O)C(F)(F)F)c(F)c12, [K+], [K+], [K+], CN(CC1COCCO1)S(N)(=O)=O, O=C(C=Cc1ccccc1)C=Cc1ccccc1, O=C(C=Cc1ccccc1)C=Cc1ccccc1, O=C(C=Cc1ccccc1)C=Cc1ccccc1, O=P([O-])([O-])[O-], [Pd], [Pd]. The product is CN(CC1COCCO1)S(=O)(=O)Nc1ccc2ccc3ncc(Cl)cc3c(=O)c2c1F. RXN SMILES: [CH2:48]1[O:49][CH2:50][CH2:51][O:52][CH2:53]1.[F:1][C:2]([F:3])([F:4])[S:5]([O:6][c:7]1[cH:8][cH:9][c:10]2[c:11]([c:12](=[O:22])[c:13]3[c:14]([n:15][cH:16][c:17]([Cl:19])[cH:18]3)[cH:20][cH:21]2)[c:23]1[F:24])(=[O:25])=[O:26].[K+:45].[K+:46].[K+:47].[O:27]1[CH:28]([CH2:33][N:34]([S:35](=[O:36])(=[O:37])[NH2:38])[CH3:39])[CH2:29][O:30][CH2:31][CH2:32]1.[O:56]=[C:57]([CH:58]=[CH:59][c:60]1[cH:61][cH:62][cH:63][cH:64][cH:65]1)[CH:66]=[CH:67][c:68]1[cH:69][cH:70][cH:71][cH:72][cH:73]1.[O:74]=[C:75]([CH:76]=[CH:77][c:78]1[cH:79][cH:80][cH:81][cH:82][cH:83]1)[CH:84]=[CH:85][c:86]1[cH:87][cH:88][cH:89][cH:90][cH:91]1.[O:92]=[C:93]([CH:94]=[CH:95][c:96]1[cH:97][cH:98][cH:99][cH:100][cH:101]1)[CH:102]=[CH:103][c:104]1[cH:105][cH:106][cH:107][cH:108][cH:109]1.[P:40]([O-:41])([O-:42])([O-:43])=[O:44].[Pd:54].[Pd:55]>>[c:7]1([NH:38][S:35]([N:34]([CH2:33][CH:28]2[O:27][CH2:32][CH2:31][O:30][CH2:29]2)[CH3:39])(=[O:36])=[O:37])[cH:8][cH:9][c:10]2[c:11]([c:12](=[O:22])[c:13]3[c:14]([n:15][cH:16][c:17]([Cl:19])[cH:18]3)[cH:20][cH:21]2)[c:23]1[F:24]. Reactants: C(CCCCCCCC)(=O)OC1=CC=C(C=C1)C1=NC=C(C=N1)OCC1=CC=CC=C1 (4-(5-benzyloxypyrimidin-2-yl)pheny1 nonanoate). Reagents/catalysts: [Pd] (Pd on activated charcoal). Run in C1CCOC1 (THF). Product: C(CCCCCCCC)(=O)OC1=CC=C(C=C1)C1=NC=C(C=N1)O (4-(5-hydroxyprimidin-2-yl)phenyl nonanoate). Isolated yield 91.0%. RXN SMILES: [C:1]([O:11][C:12]1[CH:17]=[CH:16][C:15]([C:18]2[N:23]=[CH:22][C:21]([O:24]CC3C=CC=CC=3)=[CH:20][N:19]=2)=[CH:14][CH:13]=1)(=[O:10])[CH2:2][CH2:3][CH2:4][CH2:5][CH2:6][CH2:7][CH2:8][CH3:9]>C1COCC1.[Pd]>[C:1]([O:11][C:12]1[CH:13]=[CH:14][C:15]([C:18]2[N:23]=[CH:22][C:21]([OH:24])=[CH:20][N:19]=2)=[CH:16][CH:17]=1)(=[O:10])[CH2:2][CH2:3][CH2:4][CH2:5][CH2:6][CH2:7][CH2:8][CH3:9]. Reported procedure: 3.5 g of 4-(5-benzyloxypyrimidin-2-yl)pheny1 nonanoate are dissolved in 100 ml of THF, 0.5 g of 10% Pd on activated charcoal is added, and the mixture is hydrogenated at 25° C. with stirring. The mixture is filtered through corolite, and the solvent is removed in vacuo, giving 2.5 g of 4-(5-hydroxyprimidin-2-yl)phenyl nonanoate. Starting materials: COC(=O)c1ccc(C=O)cc1, [Cl-], Cc1oc(-c2ccco2)nc1C[P+](c1ccccc1)(c1ccccc1)c1ccccc1. The product is COC(=O)c1ccc(C=Cc2nc(-c3ccco3)oc2C)cc1. Reaction SMILES: [CH:33](=[O:34])[c:35]1[cH:36][cH:37][c:38]([C:39](=[O:40])[O:41][CH3:42])[cH:43][cH:44]1.[Cl-:1].[o:2]1[c:3](-[c:7]2[o:8][c:9]([CH3:32])[c:10]([CH2:12][P+:13]([c:14]3[cH:15][cH:16][cH:17][cH:18][cH:19]3)([c:20]3[cH:21][cH:22][cH:23][cH:24][cH:25]3)[c:26]3[cH:27][cH:28][cH:29][cH:30][cH:31]3)[n:11]2)[cH:4][cH:5][cH:6]1>>[o:2]1[c:3](-[c:7]2[o:8][c:9]([CH3:32])[c:10]([CH:12]=[CH:33][c:35]3[cH:36][cH:37][c:38]([C:39](=[O:40])[O:41][CH3:42])[cH:43][cH:44]3)[n:11]2)[cH:4][cH:5][cH:6]1.